From a dataset of the Open Reaction Database (ORD), a public repository of structured organic reaction records. describe an organic reaction: reactants, conditions, products, and yield The reactants are C(C)(=O)O[C@@H]1[C@@]2([C@]3(C=CC(C=C3CC[C@H]2[C@@H]2CC=C([C@@]2(C)C1)SCC)=O)C)F (11β-acetyloxy-17-(ethylthio)-9-fluoroandrosta-1,4,16-trien-3-one), C1(=CC=CC=C1)S (thiophenol), B(F)(F)F.CCOCC (Boron trifluoride etherate). Solvent: ClCCl (dichloromethane), C(Cl)(Cl)Cl.CCCCCC (chloroform hexane), ClCCl (dichloromethane). Reaction conditions: time 2 hour. The product is C(C)(=O)O[C@@H]1[C@@]2([C@]3(C=CC(C=C3CC[C@H]2[C@@H]2CCC([C@@]2(C)C1)(SC1=CC=CC=C1)SCC)=O)C)F (11β-Acetyloxy-17-(ethylthio)-9-fluoro-17-(phenylthio)androsta-1,4-dien-3-one). Reaction SMILES: [C:1]([O:4][C@H:5]1[CH2:22][C@@:20]2([CH3:21])[C@@H:16]([CH2:17][CH:18]=[C:19]2[S:23][CH2:24][CH3:25])[C@H:15]2[C@@:6]1([F:28])[C@:7]1([CH3:27])[C:12]([CH2:13][CH2:14]2)=[CH:11][C:10](=[O:26])[CH:9]=[CH:8]1)(=[O:3])[CH3:2].[C:29]1([SH:35])[CH:34]=[CH:33][CH:32]=[CH:31][CH:30]=1.B(F)(F)F.CCOCC>ClCCl.C(Cl)(Cl)Cl.CCCCCC>[C:1]([O:4][C@H:5]1[CH2:22][C@@:20]2([CH3:21])[C@@H:16]([CH2:17][CH2:18][C:19]2([S:23][CH2:24][CH3:25])[S:35][C:29]2[CH:34]=[CH:33][CH:32]=[CH:31][CH:30]=2)[C@H:15]2[C@@:6]1([F:28])[C@:7]1([CH3:27])[C:12]([CH2:13][CH2:14]2)=[CH:11][C:10](=[O:26])[CH:9]=[CH:8]1)(=[O:3])[CH3:2] |f:2.3,5.6|. Procedure: A solution of 1.2 g (2.97 mmole) of 11β-acetyloxy-17-(ethylthio)-9-fluoroandrosta-1,4,16-trien-3-one, 18 ml of dry dichloromethane and 0.8 ml of thiophenol is cooled to -20° C. under nitrogen. Boron trifluoride etherate (0.6 ml) is then added. The solution is stirred at -10° to -20° C. for 2 hours under nitrogen. The resulting solution is diluted with dichloromethane, washed with saturated sodium bicarbonate and water, dried over anhydrous Na2SO4 and evaporated in vacuo to give a gum. This is di...